Dataset: the Open Reaction Database (ORD), a public repository of structured organic reaction records. Task: describe an organic reaction: reactants, conditions, products, and yield Starting materials: C(=O)(O)CCC=1C(=C(NC1)C=O)C (4-(2-Carboxyethyl)-2-formyl-3-methylpyrrole), NS(=O)(=O)C=1C=C2CC(NC2=CC1)=O (5-aminosulfonyl-2-oxindole), N1CCCCC1 (piperidine). Run in C(C)O (ethanol). Product: CC=1C(=CNC1C=C1C(NC2=CC=C(C=C12)S(N)(=O)=O)=O)CCC(=O)O (3-[4-Methyl-5-(2-oxo-5-sulfamoyl-1,2-dihydroindol-3-ylidenemethyl)-1H-pyrrol-3-yl]-propionic acid). The yield is 70.4%. RXN SMILES: [C:1]([CH2:4][CH2:5][C:6]1[C:7]([CH3:13])=[C:8]([CH:11]=O)[NH:9][CH:10]=1)([OH:3])=[O:2].[NH2:14][S:15]([C:18]1[CH:19]=[C:20]2[C:24](=[CH:25][CH:26]=1)[NH:23][C:22](=[O:27])[CH2:21]2)(=[O:17])=[O:16].N1CCCCC1>C(O)C>[CH3:13][C:7]1[C:6]([CH2:5][CH2:4][C:1]([OH:3])=[O:2])=[CH:10][NH:9][C:8]=1[CH:11]=[C:21]1[C:20]2[C:24](=[CH:25][CH:26]=[C:18]([S:15](=[O:17])(=[O:16])[NH2:14])[CH:19]=2)[NH:23][C:22]1=[O:27]. Procedure details: 4-(2-Carboxyethyl)-2-formyl-3-methylpyrrole (90.6 mg), 106 mg 5-aminosulfonyl-2-oxindole, and 75 μL piperidine in 2 mL of ethanol were heated at 95° C. for 5 hours. The reaction mixture was cooled and concentrated. The residue was suspended in 6 N aqueous hydrochloric acid. The precipitate was filtered, washed with water to pH 6 and dried in a vacuum oven to give 132 mg (70%) of the title compound as a yellow solid. Run in C1CCOC1 (THF). Isolated yield 66.3%. The reactants are O[C@H]1[C@H](CCCC1)NC(OC(C)(C)C)=O (tert-butyl (1S,2R)-2-hydroxycyclohexylcarbamate), [H-].[Na+] (NaH), [NH4+].[Cl-] (NH4Cl). Yields the product O1C(N[C@@H]2[C@H]1CCCC2)=O ((3aS,7aR)-hexahydrobenzo[d]oxazol-2(3H)-one). Reaction SMILES: O[C@@H:2]1[CH2:7][CH2:6][CH2:5][CH2:4][C@@H:3]1[NH:8][C:9](=[O:15])[O:10]C(C)(C)C.[H-].[Na+].[NH4+].[Cl-]>C1COCC1>[O:15]1[C@@H:2]2[CH2:7][CH2:6][CH2:5][CH2:4][C@@H:3]2[NH:8][C:9]1=[O:10] |f:1.2,3.4|. Procedure details: To a stirred solution of tert-butyl (1S,2R)-2-hydroxycyclohexylcarbamate (1.15 g, 5.34 mmol) in THF (40 mL) was added NaH (60%, 0.32 g, 8.0 mmol) at 0° C. The reaction mixture was stirred at ambient temperature overnight. Saturated aqueous NH4Cl solution was added to quench the reaction. The mixture was partitioned between EtOAc and water. The aqueous layer was extracted with EtOAc. The combined organic layers were washed with brine, dried and concentrated. The residue was purified by column chr... Reaction conditions: time 8 hour. The reactants are Cl.ClC1=C(CN[C@@H]2CN(CC2)C2=NC=C(C=C2)I)C=CC(=C1)Cl ((S)-(2,4-dichlorobenzyl)-[1-(5-iodopyridin-2-yl)-pyrrolidin-3-yl]-amine hydrochloride), C(CCC)[Sn](C=C)(CCCC)CCCC (tributyl(vinyl)tin). Reagents/catalysts: C=1C=CC(=CC1)/C=C/C(=O)/C=C/C2=CC=CC=C2.C=1C=CC(=CC1)/C=C/C(=O)/C=C/C2=CC=CC=C2.C=1C=CC(=CC1)/C=C/C(=O)/C=C/C2=CC=CC=C2.[Pd].[Pd] (tris(dibenzylideneacetone)dipalladium). Solvent: Cl (HCl), CN(C)C=O (DMF), C(C)N(CC)CC (triethylamine). Conditions: temperature 65 celsius. Product: ClC1=C(CN[C@@H]2CN(CC2)C2=NC=C(C=C2)C=C)C=CC(=C1)Cl ((S)-(2,4-Dichlorobenzyl)-[1-(5-vinylpyridin-2-yl)-pyrrolidin-3-yl]-amine). Reaction SMILES: Cl.[Cl:2][C:3]1[CH:22]=[C:21]([Cl:23])[CH:20]=[CH:19][C:4]=1[CH2:5][NH:6][C@H:7]1[CH2:11][CH2:10][N:9]([C:12]2[CH:17]=[CH:16][C:15](I)=[CH:14][N:13]=2)[CH2:8]1.[CH2:24]([Sn](CCCC)(CCCC)C=C)[CH2:25]CC>CN(C=O)C.C(N(CC)CC)C.Cl.C1C=CC(/C=C/C(/C=C/C2C=CC=CC=2)=O)=CC=1.C1C=CC(/C=C/C(/C=C/C2C=CC=CC=2)=O)=CC=1.C1C=CC(/C=C/C(/C=C/C2C=CC=CC=2)=O)=CC=1.[Pd].[Pd]>[Cl:2][C:3]1[CH:22]=[C:21]([Cl:23])[CH:20]=[CH:19][C:4]=1[CH2:5][NH:6][C@H:7]1[CH2:11][CH2:10][N:9]([C:12]2[CH:17]=[CH:16][C:15]([CH:24]=[CH2:25])=[CH:14][N:13]=2)[CH2:8]1 |f:0.1,6.7.8.9.10|. Procedure details: Dissolve (S)-(2,4-dichlorobenzyl)-[1-(5-iodopyridin-2-yl)-pyrrolidin-3-yl]-amine hydrochloride (200 mg, 0.41 mmol) in DMF (7 mL) and triethylamine (60 μL). Add tetrakis(triphenylphosphine)palladium (0) (24 mg, 0.021 mmol) and tributyl(vinyl)tin (150 μL, 0.49 mmol). Heat the mixture at 65° C. overnight. Cool to room temperature, dilute with 1 N HCl (15 mL). Wash the mixture with dichloromethane (3×). Basify the aqueous solution to about pH=9 by adding solid potassium carbonate. Extract with dichl... Starting materials: α-(N-acylamino) ketones, C(C1=CC=CC=C1)OC(NCC1CCC(CC1)C(NCC(C1=CC(=CC=C1)C(F)(F)F)=O)=O)=O ({4-[2-Oxo-2-(3-trifluoromethyl-phenyl)-ethylcarbamoyl]-cyclohexylmethyl}-carbamic acid benzyl ester), CI (MeI), [H-].[Na+] (NaH). Run in CN(C)C=O (DMF). Conditions: time 15 minute. Product: C(C1=CC=CC=C1)OC(NCC1CCC(CC1)C(NC(C(C1=CC(=CC=C1)C(F)(F)F)=O)C)=O)=O ({4-[1-Methyl-2-oxo-2-(3-trifluoromethyl-phenyl)-ethylcarbamoyl]-cyclohexylmethyl}-carbamic acid benzyl ester). As a reaction SMILES: [CH2:1]([O:8][C:9](=[O:34])[NH:10][CH2:11][CH:12]1[CH2:17][CH2:16][CH:15]([C:18](=[O:33])[NH:19][CH2:20][C:21](=[O:32])[C:22]2[CH:27]=[CH:26][CH:25]=[C:24]([C:28]([F:31])([F:30])[F:29])[CH:23]=2)[CH2:14][CH2:13]1)[C:2]1[CH:7]=[CH:6][CH:5]=[CH:4][CH:3]=1.[H-].[Na+].[CH3:37]I>CN(C=O)C>[CH2:1]([O:8][C:9](=[O:34])[NH:10][CH2:11][CH:12]1[CH2:17][CH2:16][CH:15]([C:18](=[O:33])[NH:19][CH:20]([CH3:37])[C:21](=[O:32])[C:22]2[CH:27]=[CH:26][CH:25]=[C:24]([C:28]([F:29])([F:30])[F:31])[CH:23]=2)[CH2:14][CH2:13]1)[C:2]1[CH:3]=[CH:4][CH:5]=[CH:6][CH:7]=1 |f:1.2|. Procedure details: This compound was prepared using a procedure similar to the one described by Moriya et. al. (J. Med. Chem. (1986) 29:333–341) for the alkylation of α-(N-acylamino) ketones: {4-[2-Oxo-2-(3-trifluoromethyl-phenyl)-ethylcarbamoyl]-cyclohexylmethyl}-carbamic acid benzyl ester (From Example 1A; 584 mg, 1.23 mmol) was dissolved in dry DMF and brought to −40° C. using a dry ice/acetonitrile cooling bath. NaH (61 mg, 1.53 mmol, 60% dispersion in oil) was added in one portion and the mixture was stirred ... The reactants are OC(C#N)C1=CC=CC=2C(=COC21)C2=CC=CC=C2 (α-hydroxy-3-phenylbenzofuran-7-acetonitrile), [N+](=O)([N+](=O)[O-])[O-] (dinitrogen tetraoxide), Cl.CNC(C#N)C1=CC=CC=2C(=COC21)C2=CC=CC=C2 (α-methylamino-3-phenylbenzofuran-7-acetonitrile hydrochloride), C(C)(=O)O (acetic acid), C(C)(=O)O (acetic acid), CN (methylamine), Cl (hydrogen chloride), Cl (hydrochloric acid). The solvent is petroleum ether, ClCCl (dichloromethane), C1=CC=CC=C1 (benzene). Run at temperature 20 celsius, time 16 hour. Yields the product CNC(C(=O)O)C1=CC=CC=2C(=C(OC21)[N+](=O)[O-])C2=CC=CC=C2 (α-methylamino-2-nitro-3-phenylbenzofuran-7-acetic acid). As a reaction SMILES: OC([C:5]1[C:13]2[O:12][CH:11]=[C:10]([C:14]3[CH:19]=[CH:18][CH:17]=[CH:16][CH:15]=3)[C:9]=2[CH:8]=[CH:7][CH:6]=1)C#N.CN.Cl.Cl.[CH3:24][NH:25]C(C1C2OC=C(C3C=CC=CC=3)C=2C=CC=1)C#N.[N+:44]([O-:49])([N+]([O-])=O)=[O:45].[C:50]([OH:53])(=[O:52])[CH3:51]>C1C=CC=CC=1.ClCCl>[CH3:24][NH:25][CH:51]([C:5]1[C:13]2[O:12][C:11]([N+:44]([O-:49])=[O:45])=[C:10]([C:14]3[CH:19]=[CH:18][CH:17]=[CH:16][CH:15]=3)[C:9]=2[CH:8]=[CH:7][CH:6]=1)[C:50]([OH:53])=[O:52] |f:3.4|. Reported procedure: A mixture of 5 g. (0.02 mole) of α-hydroxy-3-phenylbenzofuran-7-acetonitrile and 2 g. of methylamine in 100 ml. of dichloromethane is heated to its reflux temperature, then stirred at 20° C. for 16 hours. The mixture is evaporated to provide a residue which is dissolved in benzene which has been previously saturated with hydrogen chloride. The mixture is heated for 15 minutes on a steam bath, then saturated with petroleum ether, whereupon a white precipitate of α-methylamino-3-phenylbenzofuran-7... Reactants: Cl (hydrogen chloride), S(=O)(Cl)Cl (thionyl chloride), 70.5, C1(=CC=CC=C1)C1=NC2=C(N1CCC)C=CC(=C2)CO (2-phenyl-1-propyl-1H-benzimidazole-5-methanol). The solvent is ClC(Cl)Cl (trichloromethane). Run at time 30 minute. The product is 80, Cl.ClCC1=CC2=C(N(C(=N2)C2=CC=CC=C2)CCC)C=C1 (5-(chloromethyl)-2-phenyl-1-propyl-1H-benzimidazole monohydrochloride). Isolated yield 96.0%. Reaction SMILES: [C:1]1([C:7]2[N:11]([CH2:12][CH2:13][CH3:14])[C:10]3[CH:15]=[CH:16][C:17]([CH2:19]O)=[CH:18][C:9]=3[N:8]=2)[CH:6]=[CH:5][CH:4]=[CH:3][CH:2]=1.[ClH:21].S(Cl)([Cl:24])=O>ClC(Cl)Cl>[ClH:24].[Cl:21][CH2:19][C:17]1[CH:16]=[CH:15][C:10]2[N:11]([CH2:12][CH2:13][CH3:14])[C:7]([C:1]3[CH:6]=[CH:5][CH:4]=[CH:3][CH:2]=3)=[N:8][C:9]=2[CH:18]=1 |f:4.5|. Reported procedure: (a-5) A solution of 70.5 parts of 2-phenyl-1-propyl-1H-benzimidazole-5-methanol in 300 parts of trichloromethane was saturated with gaseous hydrogen chloride. Then there are added dropwise 55.9 parts of thionyl chloride (exothermic reaction). Upon completion, stirring was continued for 30 minutes at reflux temperature. The reaction mixture was evaporated, the residue was taken up in 90 parts of methylbenzene and the latter was evaporated again. The residue was crystallized from 320 parts of 4-me... Reactants: BrC=1SC=2CC3=C(C2C1)N(N=C3C3=CC=C(C=C3)OC)COCC[Si](C)(C)C (2-Bromo-6-(4-methoxy-phenyl)-4-(2-trimethylsilanyl-ethoxymethyl)-4,7-dihydro-1-thia-4,5-diaza-cyclopenta[a]pentalene), CC1(OB(OC1(C)C)C1=CC=NC=C1)C (4-(4,4,5,5-Tetramethyl-[1,3,2]dioxaborolan-2-yl)-pyridine), C(=O)([O-])[O-].[Na+].[Na+] (Na2CO3). The reagents and catalysts are Cl[Pd]([P](C1=CC=CC=C1)(C2=CC=CC=C2)C3=CC=CC=C3)([P](C4=CC=CC=C4)(C5=CC=CC=C5)C6=CC=CC=C6)Cl (Pd(PPh3)2Cl2). The solvent is C1(=CC=CC=C1)C.C(C)O (toluene ethanol). Conditions: temperature 100 celsius. The product is COC1=CC=C(C=C1)C1=NN(C2=C1CC=1SC(=CC21)C2=CC=NC=C2)COCC[Si](C)(C)C (6-(4-Methoxy-phenyl)-2-pyridin-4-yl-4-(2-trimethylsilanyl-ethoxymethyl)-4,7-dihydro-1-thia-4,5-diaza-cyclopenta[a]pentalene). Yield: 65.0%. Reaction SMILES: Br[C:2]1[S:3][C:4]2[CH2:5][C:6]3[C:12]([C:13]4[CH:18]=[CH:17][C:16]([O:19][CH3:20])=[CH:15][CH:14]=4)=[N:11][N:10]([CH2:21][O:22][CH2:23][CH2:24][Si:25]([CH3:28])([CH3:27])[CH3:26])[C:7]=3[C:8]=2[CH:9]=1.CC1(C)C(C)(C)OB([C:37]2[CH:42]=[CH:41][N:40]=[CH:39][CH:38]=2)O1.C([O-])([O-])=O.[Na+].[Na+]>C1(C)C=CC=CC=1.C(O)C.Cl[Pd](Cl)([P](C1C=CC=CC=1)(C1C=CC=CC=1)C1C=CC=CC=1)[P](C1C=CC=CC=1)(C1C=CC=CC=1)C1C=CC=CC=1>[CH3:20][O:19][C:16]1[CH:15]=[CH:14][C:13]([C:12]2[C:6]3[CH2:5][C:4]4[S:3][C:2]([C:37]5[CH:42]=[CH:41][N:40]=[CH:39][CH:38]=5)=[CH:9][C:8]=4[C:7]=3[N:10]([CH2:21][O:22][CH2:23][CH2:24][Si:25]([CH3:26])([CH3:28])[CH3:27])[N:11]=2)=[CH:18][CH:17]=1 |f:2.3.4,5.6,^1:62,81|. Procedure: A mixture of the corresponding 2-Bromo-6-(4-methoxy-phenyl)-4-(2-trimethylsilanyl-ethoxymethyl)-4,7-dihydro-1-thia-4,5-diaza-cyclopenta[a]pentalene (0.76 g, 1.5 mmol), 4-(4,4,5,5-Tetramethyl-[1,3,2]dioxaborolan-2-yl)-pyridine (0.3 g, 2.3 mmol), Na2CO3 (2 M, 3.7 mL), and Pd(PPh3)2Cl2 (14.6 mg, 0.012 mmol) in toluene/ethanol (1:1, 10 mL) was heated at 100° C. for 8 hr. The solution was cooled to room temperature and extracted with ethyl acetate. The target product was purified by gravity column ch...